Dataset: the Open Reaction Database (ORD), a public repository of structured organic reaction records. Task: describe an organic reaction: reactants, conditions, products, and yield The product is CC1(c2ccc(Cn3ccc(N)n3)s2)OCCO1. Starting materials: CCO, CC1(c2ccc(Cn3ccc([N+](=O)[O-])n3)s2)OCCO1, [Cl-], [Fe], N#N, [NH4+], O. RXN SMILES: [CH3:25][CH2:26][OH:27].[CH3:3][C:4]1([c:9]2[cH:10][cH:11][c:12]([CH2:14][n:15]3[n:16][c:17]([N+:20]([O-:21])=[O:22])[cH:18][cH:19]3)[s:13]2)[O:5][CH2:6][CH2:7][O:8]1.[Cl-:23].[Fe:29].[N:1]#[N:2].[NH4+:24].[OH2:28]>>[CH3:3][C:4]1([c:9]2[cH:10][cH:11][c:12]([CH2:14][n:15]3[n:16][c:17]([NH2:20])[cH:18][cH:19]3)[s:13]2)[O:5][CH2:6][CH2:7][O:8]1. The product is C(C1=CC=CC=C1)N(CCC1=CC=C(C=C1)C1=C(C=C(C=C1)C(=O)OC)[N+](=O)[O-])C(=O)OC(C)(C)C (methyl 4′-[2-[benzyl(tert-butoxycarbonyl)amino]ethyl]-2-nitro-4-biphenylcarboxylate). RXN SMILES: [CH2:1]([N:8]([C:20]([O:22][C:23]([CH3:26])([CH3:25])[CH3:24])=[O:21])[CH2:9][CH2:10][C:11]1[CH:16]=[CH:15][C:14](B(O)O)=[CH:13][CH:12]=1)[C:2]1[CH:7]=[CH:6][CH:5]=[CH:4][CH:3]=1.[N+:27]([C:30]1[CH:31]=[C:32]([CH:37]=[CH:38][C:39]=1OS(C(F)(F)F)(=O)=O)[C:33]([O:35][CH3:36])=[O:34])([O-:29])=[O:28].C(=O)([O-])[O-].[Na+].[Na+]>COCCOC.C(OCC)(=O)C.O.C1C=CC([P]([Pd]([P](C2C=CC=CC=2)(C2C=CC=CC=2)C2C=CC=CC=2)([P](C2C=CC=CC=2)(C2C=CC=CC=2)C2C=CC=CC=2)[P](C2C=CC=CC=2)(C2C=CC=CC=2)C2C=CC=CC=2)(C2C=CC=CC=2)C2C=CC=CC=2)=CC=1>[CH2:1]([N:8]([C:20]([O:22][C:23]([CH3:26])([CH3:25])[CH3:24])=[O:21])[CH2:9][CH2:10][C:11]1[CH:16]=[CH:15][C:14]([C:39]2[CH:38]=[CH:37][C:32]([C:33]([O:35][CH3:36])=[O:34])=[CH:31][C:30]=2[N+:27]([O-:29])=[O:28])=[CH:13][CH:12]=1)[C:2]1[CH:7]=[CH:6][CH:5]=[CH:4][CH:3]=1 |f:2.3.4,^1:70,72,91,110|. Conditions: temperature 80 celsius, time 4 hour. The solvent is COCCOC (1,2-dimethoxyethane), C(C)(=O)OCC (ethyl acetate), O (water). Reagents/catalysts: C=1C=CC(=CC1)[P](C=2C=CC=CC2)(C=3C=CC=CC3)[Pd]([P](C=4C=CC=CC4)(C=5C=CC=CC5)C=6C=CC=CC6)([P](C=7C=CC=CC7)(C=8C=CC=CC8)C=9C=CC=CC9)[P](C=1C=CC=CC1)(C=1C=CC=CC1)C=1C=CC=CC1 (tetrakis(triphenylphosphine)palladium). The reactants are C(C1=CC=CC=C1)N(CCC1=CC=C(C=C1)B(O)O)C(=O)OC(C)(C)C ([4-[2-[benzyl(tert-butoxycarbonyl)amino]ethyl]phenyl]boronic acid), [N+](=O)([O-])C=1C=C(C(=O)OC)C=CC1OS(=O)(=O)C(F)(F)F (methyl 3-nitro-4-[[(trifluoromethyl)sulfonyl]oxy]benzoate), C([O-])([O-])=O.[Na+].[Na+] (sodium carbonate). Procedure details: To a solution of [4-[2-[benzyl(tert-butoxycarbonyl)amino]ethyl]phenyl]boronic acid (3.1 g) in 1,2-dimethoxyethane (45 ml) were added methyl 3-nitro-4-[[(trifluoromethyl)sulfonyl]oxy]benzoate (3.0 g), tetrakis(triphenylphosphine)palladium (800 mg) and aqueous solution of sodium carbonate (2M, 9.1 ml), and the mixture was stirred at 80° C. for 4 hours under nitrogen. The mixture was diluted with ethyl acetate and water. The organic layer was separated, washed with brine, dried over magnesium sulfa... The yield is 71.2%. The reactants are C(C)(C)(C)OC(C(C)(C)SC=1SC=C(N1)CCNC1=NC=C(C=C1)Br)=O (2-[(4-{2-[(5-bromopyridin-2-yl)amino]ethyl}-1,3-thiazol-2-yl)thio]-2-methylpropionic acid tert-butyl ester), ClC1=CC=C(C=C1)OB(O)O (4-chlorophenylboric acid), O (water). Reagents/catalysts: C=1C=CC(=CC1)[P](C=2C=CC=CC2)(C=3C=CC=CC3)[Pd]([P](C=4C=CC=CC4)(C=5C=CC=CC5)C=6C=CC=CC6)([P](C=7C=CC=CC7)(C=8C=CC=CC8)C=9C=CC=CC9)[P](C=1C=CC=CC1)(C=1C=CC=CC1)C=1C=CC=CC1 (tetrakis(triphenylphosphine)palladium). Solvent: C([O-])([O-])=O.[Na+].[Na+] (sodium carbonate), O1CCOCC1 (dioxane). The product is C(C)(C)(C)OC(C(C)(C)SC=1SC=C(N1)CC(=O)NC1=NC=C(C=C1)C1=CC=C(C=C1)Cl)=O (2-{[4-(2-{[5-(4-chlorophenyl)pyridin-2-yl]amino}-2-oxoethyl)-1,3-thiazol-2-yl]thio}-2-methylpropionic acid tert-butyl ester). RXN SMILES: [C:1]([O:5][C:6](=[O:26])[C:7]([S:10][C:11]1[S:12][CH:13]=[C:14]([CH2:16][CH2:17][NH:18][C:19]2[CH:24]=[CH:23][C:22](Br)=[CH:21][N:20]=2)[N:15]=1)([CH3:9])[CH3:8])([CH3:4])([CH3:3])[CH3:2].[Cl:27][C:28]1[CH:33]=[CH:32][C:31](OB(O)O)=[CH:30][CH:29]=1.[OH2:38]>O1CCOCC1.C(=O)([O-])[O-].[Na+].[Na+].C1C=CC([P]([Pd]([P](C2C=CC=CC=2)(C2C=CC=CC=2)C2C=CC=CC=2)([P](C2C=CC=CC=2)(C2C=CC=CC=2)C2C=CC=CC=2)[P](C2C=CC=CC=2)(C2C=CC=CC=2)C2C=CC=CC=2)(C2C=CC=CC=2)C2C=CC=CC=2)=CC=1>[C:1]([O:5][C:6](=[O:26])[C:7]([S:10][C:11]1[S:12][CH:13]=[C:14]([CH2:16][C:17]([NH:18][C:19]2[CH:24]=[CH:23][C:22]([C:31]3[CH:32]=[CH:33][C:28]([Cl:27])=[CH:29][CH:30]=3)=[CH:21][N:20]=2)=[O:38])[N:15]=1)([CH3:9])[CH3:8])([CH3:4])([CH3:3])[CH3:2] |f:4.5.6,^1:54,56,75,94|. Reported procedure: 2-[(4-{2-[(5-Bromopyridin-2-yl)amino]ethyl}-1,3-thiazol-2-yl)thio]-2-methylpropionic acid tert-butyl ester (700 mg) obtained in Example 242-2 and 4-chlorophenylboric acid (358 mg) were dissolved in dioxane (8 mL) and 2 mol/L sodium carbonate (4 mL), tetrakis(triphenylphosphine)palladium (88 mg) was added, and the mixture was refluxed for 4 hr. The reaction mixture was cooled, water was added thereto, and the mixture was extracted with ethyl acetate. The organic layer was washed with saturated br... The reactants are FC12CC3(CC(CC(C1)(C3)F)C2)C(=O)OC (methyl 3,5-difluoroadamantane-1-carboxylate), COC(=O)C12CC3(CC(CC(C1)C3)(C2)O)F (methyl-3-fluoro-5-hydroxyadamantane-1-carboxylate), resultant solution, resultant solution, CCN(CC)S(F)(F)F (DAST), [OH-].[Na+] (NaOH). Solvent: O (water), C1CCOC1 (THF), CO (methanol), C(Cl)(Cl)Cl (chloroform), O (water). Conditions: time 8 hour. Product: FC12CC3(CC(CC(C1)(C3)F)C2)C(=O)O (3,5-difluoroadamantane-1-carboxylic acid). Isolated yield 95.8%. RXN SMILES: COC(C12CC3(O)CC(CC(F)(C3)C1)C2)=O.CCN(S(F)(F)F)CC.[F:26][C:27]12[CH2:37][CH:31]3[CH2:32][C:33]([F:36])([CH2:35][C:29]([C:38]([O:40]C)=[O:39])([CH2:30]3)[CH2:28]1)[CH2:34]2.[OH-].[Na+]>O.C1COCC1.CO.C(Cl)(Cl)Cl>[F:26][C:27]12[CH2:37][CH:31]3[CH2:32][C:33]([F:36])([CH2:35][C:29]([C:38]([OH:40])=[O:39])([CH2:30]3)[CH2:28]1)[CH2:34]2 |f:3.4|. Procedure: Under a N2 atmosphere was added 22.8 g (100 mmol) of methyl-3-fluoro-5-hydroxyadamantane-1-carboxylate to 400 ml of dry chloroform and the resultant solution was cooled to -50° C. To this solution was added drop-wise 13.1 ml (100 mmol) of DAST. The suspension was allowed to warm to ambient temperature and then heated to reflux for 1.5 hours. The resultant solution was cooled and treated with water (400 ml). The organic layer was separated, and the aqueous layer was washed again with chloroform (... The reactants are FC1=C(C=CC=C1)C(N)C1=CC=CC=C1 (α-(2-fluorophenyl)benzenemethanamine), COC1OC(CC1)OC (2,5-dimethoxytetrahydrofuran), amine. Solvent: C(C)(=O)O (acetic acid), C(C)(=O)O (acetic acid). Yields the product FC1=C(C=CC=C1)C(N1C=CC=C1)C1=CC=CC=C1 (1-[(2-Fluorophenyl)phenylmethyl]pyrrole). The yield is 69.3%. RXN SMILES: [F:1][C:2]1[CH:7]=[CH:6][CH:5]=[CH:4][C:3]=1[CH:8]([C:10]1[CH:15]=[CH:14][CH:13]=[CH:12][CH:11]=1)[NH2:9].CO[CH:18]1[CH2:22][CH2:21][CH:20](OC)O1>C(O)(=O)C>[F:1][C:2]1[CH:7]=[CH:6][CH:5]=[CH:4][C:3]=1[CH:8]([C:10]1[CH:11]=[CH:12][CH:13]=[CH:14][CH:15]=1)[N:9]1[CH:18]=[CH:22][CH:21]=[CH:20]1. Procedure details: To 100 ml of cooled (0° C.) acetic acid was added α-(2-fluorophenyl)benzenemethanamine (13.09 g). This mixture was then brought to room temperature and 2,5-dimethoxytetrahydrofuran (8.60 g) was added dropwise. The mixture was heated at reflux for 1.5 hours, after which time TLC (thin layer chromatography) showed absence of amine. The mixture was cooled and most of the acetic acid was removed by evaporation. The mixture was dissolved in ether and washed (3×H2O; 1×sat. NaHCO3), dried (sat. NaCl an...